This data is from the Open Reaction Database (ORD), a public repository of structured organic reaction records. The task is: describe an organic reaction: reactants, conditions, products, and yield Product: CC1CN(c2c(F)cc3c(=O)c(C(=O)O)cn(C4CC4)c3c2Cl)CC1N. Reactants: CC1CN(c2c(F)cc3c(=O)c(C(=O)O)cn(C4CC4)c3c2Cl)CC1NC(=O)OC(C)(C)C, CO, Cl. RXN SMILES: [C:1]([O:2][C:3](=[O:4])[NH:8][CH:9]1[CH2:10][N:11]([c:15]2[c:16]([F:33])[cH:17][c:18]3[c:19](=[O:32])[c:20]([C:29](=[O:30])[OH:31])[cH:21][n:22]([CH:26]4[CH2:27][CH2:28]4)[c:23]3[c:24]2[Cl:25])[CH2:12][CH:13]1[CH3:14])([CH3:5])([CH3:6])[CH3:7].[CH3:34][OH:35].[ClH:36]>>[NH2:8][CH:9]1[CH2:10][N:11]([c:15]2[c:16]([F:33])[cH:17][c:18]3[c:19](=[O:32])[c:20]([C:29](=[O:30])[OH:31])[cH:21][n:22]([CH:26]4[CH2:27][CH2:28]4)[c:23]3[c:24]2[Cl:25])[CH2:12][CH:13]1[CH3:14]. Yields the product CC(C)(C)c1nc(-c2cccc(Cc3ccccc3)c2)cn1CC1CCOCC1, Cl. RXN SMILES: [C:2]([CH3:3])([CH3:4])([CH3:5])[c:6]1[n:7]([CH2:25][CH:26]2[CH2:27][CH2:28][O:29][CH2:30][CH2:31]2)[cH:8][c:9](-[c:11]2[cH:12][c:13]([C:17](=[O:18])[c:19]3[cH:20][cH:21][cH:22][cH:23][cH:24]3)[cH:14][cH:15][cH:16]2)[n:10]1.[C:39](=[O:40])([O-:41])[OH:42].[CH2:32]([SiH:33]([CH2:34][CH3:35])[CH2:36][CH3:37])[CH3:38].[ClH:1].[Na+:43].[OH:44][C:45]([C:46]([F:47])([F:48])[F:49])=[O:50]>>[C:2]([CH3:3])([CH3:4])([CH3:5])[c:6]1[n:7]([CH2:25][CH:26]2[CH2:27][CH2:28][O:29][CH2:30][CH2:31]2)[cH:8][c:9](-[c:11]2[cH:12][c:13]([CH2:17][c:19]3[cH:20][cH:21][cH:22][cH:23][cH:24]3)[cH:14][cH:15][cH:16]2)[n:10]1.[ClH:1]. Starting materials: CC(C)(C)c1nc(-c2cccc(C(=O)c3ccccc3)c2)cn1CC1CCOCC1, O=C([O-])O, CC[SiH](CC)CC, Cl, [Na+], O=C(O)C(F)(F)F. Starting materials: CCN, CCO, CC(C)c1cc(-c2ccc(F)c3ccccc23)nc(S(C)(=O)=O)n1, O. The product is CCNc1nc(-c2ccc(F)c3ccccc23)cc(C(C)C)n1. RXN SMILES: [CH3:25][CH2:26][NH2:27].[CH3:29][CH2:30][OH:31].[F:1][c:2]1[cH:3][cH:4][c:5](-[c:12]2[n:13][c:14]([S:21]([CH3:22])(=[O:23])=[O:24])[n:15][c:16]([CH:18]([CH3:19])[CH3:20])[cH:17]2)[c:6]2[cH:7][cH:8][cH:9][cH:10][c:11]12.[OH2:28]>>[F:1][c:2]1[cH:3][cH:4][c:5](-[c:12]2[n:13][c:14]([NH:27][CH2:26][CH3:25])[n:15][c:16]([CH:18]([CH3:19])[CH3:20])[cH:17]2)[c:6]2[cH:7][cH:8][cH:9][cH:10][c:11]12. Starting materials: C=O, Cl, NC(Cc1c[nH]c2ccccc12)C(=O)O, [Na+], [OH-], O. The product is O=C(O)C1Cc2c([nH]c3ccccc23)CN1. As a reaction SMILES: [CH2:18]=[O:19].[ClH:20].[NH2:1][CH:2]([CH2:3][c:4]1[cH:5][nH:6][c:7]2[cH:8][cH:9][cH:10][cH:11][c:12]12)[C:13]([OH:14])=[O:15].[Na+:17].[OH-:16].[OH2:21]>>[NH:1]1[CH:2]([C:13]([OH:14])=[O:15])[CH2:3][c:4]2[c:5]([nH:6][c:7]3[cH:8][cH:9][cH:10][cH:11][c:12]23)[CH2:18]1. The reactants are COc1cc(Nc2c(C#N)cnc3cc4cc(OCc5ccccc5)c(OC)cc4cc23)c(Cl)cc1F, ClCCl, CN(C)C=O. Yields the product COc1cc2cc3c(Nc4cc(OC)c(F)cc4Cl)c(C#N)cnc3cc2cc1O. As a reaction SMILES: [CH2:1]([c:2]1[cH:3][cH:4][cH:5][cH:6][cH:7]1)[O:8][c:9]1[cH:10][c:11]2[c:12]([cH:13][c:14]3[c:15]([NH:23][c:24]4[c:25]([Cl:33])[cH:26][c:27]([F:32])[c:28]([O:30][CH3:31])[cH:29]4)[c:16]([C:21]#[N:22])[cH:17][n:18][c:19]3[cH:20]2)[cH:34][c:35]1[O:36][CH3:37].[CH2:38]([Cl:39])[Cl:40].[CH3:41][N:42]([CH3:43])[CH:44]=[O:45]>>[OH:8][c:9]1[cH:10][c:11]2[c:12]([cH:13][c:14]3[c:15]([NH:23][c:24]4[c:25]([Cl:33])[cH:26][c:27]([F:32])[c:28]([O:30][CH3:31])[cH:29]4)[c:16]([C:21]#[N:22])[cH:17][n:18][c:19]3[cH:20]2)[cH:34][c:35]1[O:36][CH3:37]. Starting materials: COC(=O)c1cc2c3c(ccc2[nH]1)N(C(=O)OC(C)(C)C)CC3CON1C(C)(C)CCCC1(C)C, CC(=O)O, C1CCOC1, O, [Zn]. The product is COC(=O)c1cc2c3c(ccc2[nH]1)N(C(=O)OC(C)(C)C)CC3CO. As a reaction SMILES: [C:1]([CH3:2])([CH3:3])([CH3:4])[O:5][C:6](=[O:7])[N:8]1[CH2:9][CH:10]([CH2:24][O:25][N:26]2[C:27]([CH3:28])([CH3:29])[CH2:30][CH2:31][CH2:32][C:33]2([CH3:34])[CH3:35])[c:11]2[c:12]3[cH:13][c:14]([C:20](=[O:21])[O:22][CH3:23])[nH:15][c:16]3[cH:17][cH:18][c:19]21.[C:42]([OH:43])(=[O:44])[CH3:45].[CH2:37]1[O:38][CH2:39][CH2:40][CH2:41]1.[OH2:36].[Zn:46]>>[C:1]([CH3:2])([CH3:3])([CH3:4])[O:5][C:6](=[O:7])[N:8]1[CH2:9][CH:10]([CH2:24][OH:25])[c:11]2[c:12]3[cH:13][c:14]([C:20](=[O:21])[O:22][CH3:23])[nH:15][c:16]3[cH:17][cH:18][c:19]21.